This data is from the Open Reaction Database (ORD), a public repository of structured organic reaction records. The task is: describe an organic reaction: reactants, conditions, products, and yield Reactants: C(C)(C)(C)C1=CC=C(C=C1)C(NC(=O)NC1=CC=C(C=C1)OC(F)(F)F)C1=C(C(=O)O)C=CC=C1 ([1-(4-tert-butylphenyl)-3-(4-trifluoromethoxyphenyl)ureidomethyl]benzoic acid), ON1N=NC2=C1N=CC=C2 (1-hydroxy-7-azabenzo-triazole), CN(C)C=O (DMF), CCN=C=NCCCN(C)C (EDAC), Cl.C(C)OC(C(CN)O)=O ((RS)-isoserine ethyl ester hydrochloride), C(C)(C)N(CC)C(C)C (diisopropylethylamine). The solvent is C(Cl)Cl (DCM). Conditions: time 1 hour. Yields the product C(C)OC(C(CNC(C1=CC=C(C=C1)C(C1=CC=C(C=C1)C(C)(C)C)NC(=O)NC1=CC=C(C=C1)OC(F)(F)F)=O)O)=O ((RS)-3-{4-[1-(4-tert-Butylphenyl)-3-(4-trifluoromethoxyphenyl)ureidomethyl]benzoyl-amino}-2-hydroxypropionic Acid Ethyl Ester). Reaction SMILES: [C:1]([C:5]1[CH:10]=[CH:9][C:8]([CH:11]([C:27]2[CH:35]=[CH:34][CH:33]=[CH:32][C:28]=2C(O)=O)[NH:12][C:13]([NH:15][C:16]2[CH:21]=[CH:20][C:19]([O:22][C:23]([F:26])([F:25])[F:24])=[CH:18][CH:17]=2)=[O:14])=[CH:7][CH:6]=1)([CH3:4])([CH3:3])[CH3:2].ON1C2N=CC=CC=2N=N1.CCN=C=NCCCN(C)C.Cl.[CH2:58]([O:60][C:61](=[O:66])[CH:62]([OH:65])[CH2:63][NH2:64])[CH3:59].C(N(C(C)C)CC)(C)C.CN([CH:79]=[O:80])C>C(Cl)Cl>[CH2:58]([O:60][C:61](=[O:66])[CH:62]([OH:65])[CH2:63][NH:64][C:79](=[O:80])[C:33]1[CH:32]=[CH:28][C:27]([CH:11]([NH:12][C:13]([NH:15][C:16]2[CH:17]=[CH:18][C:19]([O:22][C:23]([F:25])([F:26])[F:24])=[CH:20][CH:21]=2)=[O:14])[C:8]2[CH:9]=[CH:10][C:5]([C:1]([CH3:2])([CH3:4])[CH3:3])=[CH:6][CH:7]=2)=[CH:35][CH:34]=1)[CH3:59] |f:3.4|. Procedure details: To a solution of [1-(4-tert-butylphenyl)-3-(4-trifluoromethoxyphenyl)ureidomethyl]benzoic acid (1.0 g, 2.06 mmol) in DMF (1 mL) and DCM (10 mL) was added 1-hydroxy-7-azabenzo-triazole (0.33 g, 2.47 mmol). After stirring for 1 hour at room temperature, EDAC (0.47 g, 2.47 mmol), (RS)-isoserine ethyl ester hydrochloride (0.52 g, 3.09 mmol) and diisopropylethylamine (1.1 mL, 6.18 mmol) were added, successively. After stirring for 17 hours at ambient temperature the reaction mixture was partitioned b...